From a dataset of the Open Reaction Database (ORD), a public repository of structured organic reaction records. describe an organic reaction: reactants, conditions, products, and yield Reactants: C1(O)=CC(O)=CC=C1 (resorcinol), C(C)O (ethanol), C(C1=CC=CC=C1)=O (benzaldehyde). The reagents and catalysts are Cl (hydrochloric acid). Solvent: O (water). Product: C1(O)=C(C(O)=CC=C1)C1=CC=CC=C1C=O (Resorcinol-benzaldehyde). Reaction SMILES: [C:1]1([CH:8]=[CH:7][CH:6]=[C:4]([OH:5])[CH:3]=1)[OH:2].C(O)C.[CH:12](=[O:19])[C:13]1[CH:18]=[CH:17][CH:16]=[CH:15][CH:14]=1>Cl.O>[C:1]1([CH:8]=[CH:7][CH:6]=[C:4]([OH:5])[C:3]=1[C:14]1[C:13]([CH:12]=[O:19])=[CH:18][CH:17]=[CH:16][CH:15]=1)[OH:2]. Procedure details: To a solution of 550 g. of resorcinol in 1 l. of ethanol were added 530 g. of benzaldehyde and 0.5 ml. of 35% conc. hydrochloric acid as a catalyst. The resulting mixture was heated under reflux for 90 minutes with stirring and, after completion of the reaction, the reaction mixture was poured into 5 l. of a cold water to give a pale brown powdery resin. The reactants are BrC=1C=C2C=C(C(=CC2=CC1)C#N)C#N (6-bromo-2,3-dicyanonaphthalene), C[O-].[Na+] (sodium methoxide), [Na] (sodium), N (ammonia). The solvent is CO (methanol), CO (methanol). Product: BrC1=CC=2C(=CC=3C(NC(C3C2)=N)=N)C=C1 (6-bromo-1,3-diiminobenz[f]isoindoline). As a reaction SMILES: [Br:1][C:2]1[CH:3]=[C:4]2[C:9](=[CH:10][CH:11]=1)[CH:8]=[C:7]([C:12]#[N:13])[C:6]([C:14]#[N:15])=[CH:5]2.C[O-].[Na+].[Na].[NH3:20]>CO>[Br:1][C:2]1[CH:11]=[CH:10][C:9]2=[CH:8][C:7]3[C:12](=[NH:13])[NH:15][C:14](=[NH:20])[C:6]=3[CH:5]=[C:4]2[CH:3]=1 |f:1.2,^1:18|. Procedure: Under nitrogen, 44.1 g (0.172 mol) of 6-bromo-2,3-dicyanonaphthalene was added to a solution of sodium methoxide in methanol prepared by adding 1.92 g (84 m mols) of metallic sodium to 270 ml of absolute methanol, and anhydrous ammonia gas was slowly bubbled into the resulting mixture for about 1 hour. The mixture was refluxed for about 3 hours, while bubbling therethrough anhydrous ammonia gas. After cooling, the yellow solid precipitated was filtered and the residue was sufficiently washed wit... The reactants are CN(C)C(=O)Cl, COc1ccc(Cl)cc1C1OC(=O)NC1=O, CCOC(=O)Cl, [Na]. Product: CCOC(=O)N1C(=O)OC(c2cc(Cl)ccc2OC)C1=O. RXN SMILES: [CH3:7][N:8]([CH3:9])[C:10]([Cl:11])=[O:12].[Cl:13][c:14]1[cH:15][cH:16][c:17]([O:27][CH3:28])[c:18]([CH:20]2[C:21](=[O:26])[NH:22][C:23](=[O:25])[O:24]2)[cH:19]1.[Cl:1][C:2](=[O:3])[O:4][CH2:5][CH3:6].[Na:29]>>[C:2](=[O:3])([O:4][CH2:5][CH3:6])[N:22]1[C:21](=[O:26])[CH:20]([c:18]2[c:17]([O:27][CH3:28])[cH:16][cH:15][c:14]([Cl:13])[cH:19]2)[O:24][C:23]1=[O:25]. The reactants are P(Cl)(Cl)(Cl)(Cl)Cl (Phosphorus pentachloride), [N+](=O)([O-])C1=CC=C(C=CC(=O)O)C=C1 (p-nitrocinnamic acid). The solvent is C(C)(=O)OCC (ethyl acetate). Run at time 1 hour. Yields the product [N+](=O)([O-])C1=CC=C(C=CC(=O)OC2=CC=C(C=C2)C)C=C1 (p-methylphenyl p-nitrocinnamate). RXN SMILES: P(Cl)(Cl)(Cl)(Cl)Cl.[N+:7]([C:10]1[CH:20]=[CH:19][C:13]([CH:14]=[CH:15][C:16]([OH:18])=[O:17])=[CH:12][CH:11]=1)([O-:9])=[O:8]>C(OCC)(=O)C>[N+:7]([C:10]1[CH:11]=[CH:12][C:13]([CH:14]=[CH:15][C:16]([O:18][C:10]2[CH:20]=[CH:19][C:13]([CH3:14])=[CH:12][CH:11]=2)=[O:17])=[CH:19][CH:20]=1)([O-:9])=[O:8]. Reported procedure: Phosphorus pentachloride (22 g) was added to 19.3 g of p-nitrocinnamic acid suspended in 300 ml of ethyl acetate, and the resulting suspension was stirred at room temperature for 1 hour. After the reaction, the solvent was removed by distillation under reduced pressure. The resulting precipitates of p-nitrocinnamoyl chloride were dissolved in 300 ml of ethyl acetate and 10.8 g of p-methylphenol was added to the resulting solution, after which 12 g of triethylamine was slowly added thereto at roo... Starting materials: CC(C)([O-])C.[K+] (potassium ter-butoxide), C(CCCCC)=O (hexanal), solution, C(CCC)[Li] (butyllithium), C(C)(C)[N-]C(C)C (diisopropylamide). Solvent: CCOCC (ether), CCCCCC (hexane). Run at time 30 minute. Yields the product C(C)(C)[N-]C(C)C.[Li+].CCOCC (lithium diisopropylamide Et2O). Reaction SMILES: C([Li:5])C[CH2:3][CH3:4].[CH:6]([N-:9][CH:10]([CH3:12])[CH3:11])([CH3:8])[CH3:7].[CH3:13][C:14](C)([O-:16])C.[K+].C(=O)CCCCC>CCCCCC.CCOCC>[CH:6]([N-:9][CH:10]([CH3:12])[CH3:11])([CH3:8])[CH3:7].[Li+:5].[CH3:13][CH2:14][O:16][CH2:3][CH3:4] |f:2.3,7.8.9|. Procedure details: 67 ml (0.11 M) of a 1.6 N solution of butyllithium in hexane were treated at 0° with 11.1 g (0.11 M) of diisopropylamide, and the reaction mixture was kept at 0° under stirring during 30 min. To this reaction mixture there was then added 1 g of potassium ter-butoxide followed by 24.5 g (0.05 M) of 4-bromo-pent-2trans-en-1-yl triphenylphosphonium bromide and the mixture obtained was kept under stirring during 18 h at 23°, whereupon a solution of 5 g (0.05 M) of hexanal in 35 ml of anhydrous ether... Starting materials: [Al+3], [H-], [H-], [H-], [H-], [H-], [Li+], C1CCOC1, O=C(Cc1ccccc1)c1ccc[nH]1. The product is c1ccc(CCc2ccc[nH]2)cc1. RXN SMILES: [Al+3:17].[H-:15].[H-:16].[H-:19].[H-:20].[H-:21].[Li+:18].[O:22]1[CH2:23][CH2:24][CH2:25][CH2:26]1.[c:1]1([CH2:7][C:8](=[O:9])[c:10]2[nH:11][cH:12][cH:13][cH:14]2)[cH:2][cH:3][cH:4][cH:5][cH:6]1>>[c:1]1([CH2:7][CH2:8][c:10]2[nH:11][cH:12][cH:13][cH:14]2)[cH:2][cH:3][cH:4][cH:5][cH:6]1. Yield: 18.5%. The product is CC1=[N+](C2=CC=CC=C2C(=C1)N1CCN(CC1)C(\C=C\CC)=O)[O-] ((E)-1-[4-(2-Methyl-1-oxido-quinolin-1-ium-4-yl)piperazin-1-yl]pent-2-en-1-one). Reactants: CC1=NC2=CC=CC=C2C(=C1)N1CCN(CC1)C(\C=C\CC)=O ((E)-1-[4-(2-Methyl-4-quinolyl)piperazin-1-yl]pent-2-en-1-one), ClC1=CC(=CC=C1)C(=O)OO (meta-chloroperbenzoic acid). Conditions: time 15 minute. The solvent is ClCCl (dichloromethane). Procedure: (E)-1-[4-(2-Methyl-4-quinolyl)piperazin-1-yl]pent-2-en-1-one (30.9 mg, 0.1 mmol) was dissolved in anhydrous dichloromethane, meta-chloroperbenzoic acid (mCPBA) was added (44.6 mg, 0.2 mmol) and the mixture was stirred at room temperature for 15 minutes. The mixture was evaporated to dryness under reduced pressure and the residue was purified by preparative HPLC (gradient of water containing 0.1% NH3 and acetonitrile) to yield 6 mg of a solid (0.0185 mmol, 18.5%). MS (APCI): m/z=325.8 [M+1]+. RXN SMILES: [CH3:1][C:2]1[CH:11]=[C:10]([N:12]2[CH2:17][CH2:16][N:15]([C:18](=[O:23])/[CH:19]=[CH:20]/[CH2:21][CH3:22])[CH2:14][CH2:13]2)[C:9]2[C:4](=[CH:5][CH:6]=[CH:7][CH:8]=2)[N:3]=1.ClC1C=CC=C(C(OO)=[O:32])C=1>ClCCl>[CH3:1][C:2]1[CH:11]=[C:10]([N:12]2[CH2:17][CH2:16][N:15]([C:18](=[O:23])/[CH:19]=[CH:20]/[CH2:21][CH3:22])[CH2:14][CH2:13]2)[C:9]2[C:4](=[CH:5][CH:6]=[CH:7][CH:8]=2)[N+:3]=1[O-:32]. Starting materials: ClC1=CC(=C(N)C=C1SC1=C2C=CN=CC2=CC=C1)[N+](=O)[O-] (4-Chloro-5-(5-isoquinolylsulfanyl)-2-nitroaniline), O (water), [OH-].[Na+] (sodium hydroxide), stannous chloride dihydrate. Solvent: Cl (hydrochloric acid). Reaction conditions: time 8 hour. Yields the product ClC=1C=C(C(=CC1SC1=C2C=CN=CC2=CC=C1)N)N (4-chloro-5-(5-isoquinolylsulfanyl)-1,2-benzenediamine). The yield is 89.0%. RXN SMILES: [Cl:1][C:2]1[C:8]([S:9][C:10]2[CH:19]=[CH:18][CH:17]=[C:16]3[C:11]=2[CH:12]=[CH:13][N:14]=[CH:15]3)=[CH:7][C:5]([NH2:6])=[C:4]([N+:20]([O-])=O)[CH:3]=1.O.[OH-].[Na+]>Cl>[Cl:1][C:2]1[CH:3]=[C:4]([NH2:20])[C:5]([NH2:6])=[CH:7][C:8]=1[S:9][C:10]1[CH:19]=[CH:18][CH:17]=[C:16]2[C:11]=1[CH:12]=[CH:13][N:14]=[CH:15]2 |f:2.3|. Procedure details: 4-Chloro-5-(5-isoquinolylsulfanyl)-2-nitroaniline 1.78 g (5.4 mmol) was dissolved in concentrated hydrochloric acid 30 ml, stannous chloride dihydrate 4.30 g (19.1 mmol) was added, and the mixture was stirred overnight at room temperature. The reaction mixture was poured into water, 50% sodium hydroxide was added to alkalize the mixture, and the mixture was extracted with ethyl acetate. The organic layer was washed with water and with saturated sodium chloride, dried over anhydrous sodium sulfat...